From a dataset of the Open Reaction Database (ORD), a public repository of structured organic reaction records. describe an organic reaction: reactants, conditions, products, and yield The product is FC1=CC=C(CC=2NC(C3=C(N2)N(N=N3)C(CCCC3=CC=CC=C3)C)=O)C=C1 (5-(4-Fluoro-benzyl)-3-(1-methyl-4-phenyl-butyl)-3,6-dihydro-[1,2,3]triazolo[4,5-d]pyrimidin-7-one). Procedure: Analogously to the procecure of Example 5, the title compound is prepared from 1.0 g (3.8 mmol) of 5-amino-1-(1-methyl-4-phenyl-butyl)-1H-[1,2,3]triazole-4-carboxamide and 1.92 g (11.4 mmol) of methyl 4-fluorophenylacetate. Starting materials: NC1=C(N=NN1C(CCCC1=CC=CC=C1)C)C(=O)N (5-amino-1-(1-methyl-4-phenyl-butyl)-1H-[1,2,3]triazole-4-carboxamide), FC1=CC=C(C=C1)CC(=O)OC (methyl 4-fluorophenylacetate). As a reaction SMILES: [NH2:1][C:2]1[N:6]([CH:7]([CH3:17])[CH2:8][CH2:9][CH2:10][C:11]2[CH:16]=[CH:15][CH:14]=[CH:13][CH:12]=2)[N:5]=[N:4][C:3]=1[C:18]([NH2:20])=[O:19].[F:21][C:22]1[CH:27]=[CH:26][C:25]([CH2:28][C:29](OC)=O)=[CH:24][CH:23]=1>>[F:21][C:22]1[CH:27]=[CH:26][C:25]([CH2:28][C:29]2[NH:20][C:18](=[O:19])[C:3]3[N:4]=[N:5][N:6]([CH:7]([CH3:17])[CH2:8][CH2:9][CH2:10][C:11]4[CH:12]=[CH:13][CH:14]=[CH:15][CH:16]=4)[C:2]=3[N:1]=2)=[CH:24][CH:23]=1.